From a dataset of the Open Reaction Database (ORD), a public repository of structured organic reaction records. describe an organic reaction: reactants, conditions, products, and yield Reactants: HRuCl(CO)(PPh3)3, C1(=CC=CC=C1)P(C1=CC=CC=C1)C1=CC=CC=C1 (triphenylphosphine), C(CCCCCCCCC)(=O)O (decanoic acid), C(CCC)OCC=CC (1-butoxybut-2-ene), C(CCC)O (n-butanol), O (water). The reagents and catalysts are catalyst. Run at temperature 155 celsius, time 16 hour. Product: C(CCC)=O (n-butyraldehyde), C(CCC)OC=CCC (1-butoxybut-1-ene), C(CCC)OC(CCC)OCCCC (1,1-dibutoxybutane). As a reaction SMILES: C1(P(C2C=CC=CC=2)C2C=CC=CC=2)C=CC=CC=1.[C:20](O)(=[O:30])[CH2:21][CH2:22][CH2:23]CCCCCC.[CH2:32]([O:36][CH2:37][CH:38]=[CH:39][CH3:40])[CH2:33][CH2:34][CH3:35].[CH2:41]([OH:45])[CH2:42][CH2:43][CH3:44].O>>[CH:20](=[O:30])[CH2:21][CH2:22][CH3:23].[CH2:37]([O:36][CH:32]=[CH:33][CH2:34][CH3:35])[CH2:38][CH2:39][CH3:40].[CH2:37]([O:36][CH:32]([O:45][CH2:41][CH2:42][CH2:43][CH3:44])[CH2:33][CH2:34][CH3:35])[CH2:38][CH2:39][CH3:40]. Reported procedure: A glass autoclave was filled with 0.022 g of the catalyst HRuCl(CO)(PPh3)3, 0.031 g of triphenylphosphine, 0.005 g of decanoic acid, 3.18 g (24.8 mmol) of 1-butoxybut-2-ene, 1.83 g (24.8 mmol) of n-butanol and 2.2 g (122 mmol) of water and stirred for 16 hours under autogenous pressure at 155° C. The reaction mixture was analyzed by means of calibrated gas chromatography. At a conversion of 48%, n-butyraldehyde was obtained with a selectivity of 80%, 1-butoxybut-1-ene with a selectivity of 10% a... The reactants are ClCCl, Cl, OCCCC(F)(F)F, O, CS(=O)(=O)Cl, c1ccncc1. Yields the product CS(=O)(=O)OCCCC(F)(F)F. Reaction SMILES: [Cl:20][CH2:21][Cl:22].[ClH:24].[F:1][C:2]([CH2:3][CH2:4][CH2:5][OH:6])([F:7])[F:8].[OH2:23].[S:15](=[O:16])(=[O:17])([CH3:18])[Cl:19].[cH:9]1[cH:10][cH:11][n:12][cH:13][cH:14]1>>[F:1][C:2]([CH2:3][CH2:4][CH2:5][O:6][S:15](=[O:16])(=[O:17])[CH3:18])([F:7])[F:8]. The reactants are CCO, [Na+], [Na+], O=C([O-])O, CC1(C(F)(F)F)OC1Cc1ccc(S(=O)(=O)c2ccccc2)cc1, [OH-]. Product: CC(O)(C=Cc1ccc(S(=O)(=O)c2ccccc2)cc1)C(F)(F)F. As a reaction SMILES: [CH3:32][CH2:33][OH:34].[Na+:26].[Na+:31].[O-:27][C:28]([OH:29])=[O:30].[O:1]1[C:2]([C:3]([F:4])([F:5])[F:6])([CH3:24])[CH:7]1[CH2:8][c:9]1[cH:10][cH:11][c:12]([S:15](=[O:16])(=[O:17])[c:18]2[cH:19][cH:20][cH:21][cH:22][cH:23]2)[cH:13][cH:14]1.[OH-:25]>>[OH:1][C:2]([C:3]([F:4])([F:5])[F:6])([CH:7]=[CH:8][c:9]1[cH:10][cH:11][c:12]([S:15](=[O:16])(=[O:17])[c:18]2[cH:19][cH:20][cH:21][cH:22][cH:23]2)[cH:13][cH:14]1)[CH3:24]. Reactants: CCOC(=O)Cc1nc2scc(-c3ccccc3)c2c(=O)[nH]1, CN(C)c1ccccc1, ClCCl, O=P(Cl)(Cl)Cl. Product: CCOC(=O)Cc1nc(Cl)c2c(-c3ccccc3)csc2n1. Reaction SMILES: [CH2:1]([CH3:2])[O:3][C:4]([CH2:5][c:6]1[nH:7][c:8](=[O:21])[c:9]2[c:10]([n:11]1)[s:12][cH:13][c:14]2-[c:15]1[cH:16][cH:17][cH:18][cH:19][cH:20]1)=[O:22].[CH3:28][N:29]([c:30]1[cH:31][cH:32][cH:33][cH:34][cH:35]1)[CH3:36].[Cl:37][CH2:38][Cl:39].[P:23]([Cl:24])([Cl:25])([Cl:26])=[O:27]>>[CH2:1]([CH3:2])[O:3][C:4]([CH2:5][c:6]1[n:7][c:8]([Cl:25])[c:9]2[c:10]([n:11]1)[s:12][cH:13][c:14]2-[c:15]1[cH:16][cH:17][cH:18][cH:19][cH:20]1)=[O:22]. Reactants: ice, BrC1=C(CC(C(=O)Cl)CC)C=CC(=C1)C(C)(C)C (2-(2-bromo-4-tert-butylbenzyl)butanoyl chloride), [Al+3].[Cl-].[Cl-].[Cl-] (AlCl3). The solvent is ClCCl (dichloromethane), ClCCl (dichloromethane). Reaction conditions: time 8 hour. Yields the product BrC1=C2CC(C(C2=CC(=C1)C(C)(C)C)=O)CC (4-Bromo-6-tert-butyl-2-ethylindan-1-one). The yield is 89.2%. As a reaction SMILES: [Br:1][C:2]1[CH:14]=[C:13]([C:15]([CH3:18])([CH3:17])[CH3:16])[CH:12]=[CH:11][C:3]=1[CH2:4][CH:5]([CH2:9][CH3:10])[C:6](Cl)=[O:7].[Al+3].[Cl-].[Cl-].[Cl-]>ClCCl>[Br:1][C:2]1[CH:14]=[C:13]([C:15]([CH3:18])([CH3:17])[CH3:16])[CH:12]=[C:11]2[C:3]=1[CH2:4][CH:5]([CH2:9][CH3:10])[C:6]2=[O:7] |f:1.2.3.4|. Procedure: A solution of 116 g (0.35 mol) of 2-(2-bromo-4-tert-butylbenzyl)butanoyl chloride in 150 ml of dry dichloromethane was added dropwise to a suspension of 56.2 g (0.42 mol) of powdered AlCl3 in 500 ml of dry dichloromethane for 1.5 hours at 0° C. The resulting mixture was stirred overnight at room temperature and then poured on 500 cm3 of ice. The organic layer was separated, and the aqueous layer was extracted by 3×100 ml of dichloromethane. The combined organic extract was washed by saturated aq...